From a dataset of the Open Reaction Database (ORD), a public repository of structured organic reaction records. describe an organic reaction: reactants, conditions, products, and yield The reactants are FC1=C(C=C(C=C1)C)NC(=O)NC1=CC=C(OC2=CC(=NC=C2)C2=CC(=CN2)C(=O)O)C=C1 (5-{4-[4 ({[(2-fluoro-5-methylphenyl)amino]carbonyl}amino)phenoxy]pyridin-2-yl}-1H-pyrrole-3-carboxylic acid), C(CO)O (ethylene glycol), Cl.C(C)N=C=NCCCN(C)C (1-Ethyl-3-(3-dimethylaminopropyl)carbodiimide hydrochloride), Cl (HCl). Reagents/catalysts: CN(C1=CC=NC=C1)C (4-dimethylaminopyridine). Solvent: C1CCOC1 (THF), O (water). Reaction conditions: temperature 60 celsius, time 16 hour. Yields the product FC1=C(C=C(C=C1)C)NC(=O)NC1=CC=C(OC2=CC(=NC=C2)C2=CC(=CN2)C(=O)OCCO)C=C1 (2-hydroxyethyl 5-{4-[4-({[(2-fluoro-5-methylphenyl)amino]carbonyl}amino)phenoxy]pyridin-2-yl}-1H-pyrrole-3-carboxylate). RXN SMILES: [F:1][C:2]1[CH:7]=[CH:6][C:5]([CH3:8])=[CH:4][C:3]=1[NH:9][C:10]([NH:12][C:13]1[CH:33]=[CH:32][C:16]([O:17][C:18]2[CH:23]=[CH:22][N:21]=[C:20]([C:24]3[NH:28][CH:27]=[C:26]([C:29]([OH:31])=[O:30])[CH:25]=3)[CH:19]=2)=[CH:15][CH:14]=1)=[O:11].[CH2:34](O)[CH2:35][OH:36].Cl.C(N=C=NCCCN(C)C)C.Cl>CN(C)C1C=CN=CC=1.C1COCC1.O>[F:1][C:2]1[CH:7]=[CH:6][C:5]([CH3:8])=[CH:4][C:3]=1[NH:9][C:10]([NH:12][C:13]1[CH:14]=[CH:15][C:16]([O:17][C:18]2[CH:23]=[CH:22][N:21]=[C:20]([C:24]3[NH:28][CH:27]=[C:26]([C:29]([O:31][CH2:34][CH2:35][OH:36])=[O:30])[CH:25]=3)[CH:19]=2)=[CH:32][CH:33]=1)=[O:11] |f:2.3|. Reported procedure: A mixture of 5-{4-[4 ({[(2-fluoro-5-methylphenyl)amino]carbonyl}amino)phenoxy]pyridin-2-yl}-1H-pyrrole-3-carboxylic acid (50 mg, 0.11 mmol), ethylene glycol (1 ml), 1-Ethyl-3-(3-dimethylaminopropyl)carbodiimide hydrochloride (EDC.HCl, 25 mg, 0.13 mmol) and 4-dimethylaminopyridine (DMAP, 5 mg, 0.04 mmol) in anhydrous THF (10 ml) was stirred at 60° C. for 16 hours. The mixture was poured into 100 ml of water. 2M HCl was added dropwise until pH=4. The precipitates were filtered, washed with water a...